From a dataset of the Open Reaction Database (ORD), a public repository of structured organic reaction records. describe an organic reaction: reactants, conditions, products, and yield Starting materials: C(C#C)N(C(OC(C)(C)C)=O)C1CCN(CC1)C(C(F)(F)F)=O (tert-butyl (2-propyn-1-yl)(1-(trifluoroacetyl)piperidin-4-yl)carbamate), IC1=NC=CN=C1 (iodopyrazine). Reagents/catalysts: [Cu]I (copper (I) iodide), Cl[Pd]([P](C1=CC=CC=C1)(C2=CC=CC=C2)C3=CC=CC=C3)([P](C4=CC=CC=C4)(C5=CC=CC=C5)C6=CC=CC=C6)Cl (dichlorobis(triphenylphosphine)palladium(II)). Run in C(C)N(CC)CC (triethylamine). Conditions: temperature 65 celsius, time 30 minute. Product: N1=C(C=NC=C1)C#CCN(C(OC(C)(C)C)=O)C1CCN(CC1)C(C(F)(F)F)=O (tert-butyl (3-(pyrazin-2-yl)-2-propyn-1-yl)(1-(trifluoroacetyl)piperidin-4-yl)carbamate). RXN SMILES: [CH2:1]([N:4]([CH:12]1[CH2:17][CH2:16][N:15]([C:18](=[O:23])[C:19]([F:22])([F:21])[F:20])[CH2:14][CH2:13]1)[C:5](=[O:11])[O:6][C:7]([CH3:10])([CH3:9])[CH3:8])[C:2]#[CH:3].I[C:25]1[CH:30]=[N:29][CH:28]=[CH:27][N:26]=1>C(N(CC)CC)C.[Cu]I.Cl[Pd](Cl)([P](C1C=CC=CC=1)(C1C=CC=CC=1)C1C=CC=CC=1)[P](C1C=CC=CC=1)(C1C=CC=CC=1)C1C=CC=CC=1>[N:26]1[CH:27]=[CH:28][N:29]=[CH:30][C:25]=1[C:3]#[C:2][CH2:1][N:4]([CH:12]1[CH2:13][CH2:14][N:15]([C:18](=[O:23])[C:19]([F:20])([F:21])[F:22])[CH2:16][CH2:17]1)[C:5](=[O:11])[O:6][C:7]([CH3:10])([CH3:9])[CH3:8] |^1:42,61|. Procedure details: To a solution of 0.20 g of tert-butyl (2-propyn-1-yl)(1-(trifluoroacetyl)piperidin-4-yl)carbamate in 6.0 mL of triethylamine, 59 μL of iodopyrazine, 0.57 mg of copper (I) iodide, and 4.2 mg of dichlorobis(triphenylphosphine)palladium(II) were added under a nitrogen atmosphere, and the mixture was stirred at 60 to 70° C. for 4 hours 30 minutes. The insoluble substance was filtered off, and the solvent was distilled off under reduced pressure. The resultant residue was purified by flash silica gel...